From a dataset of the Open Reaction Database (ORD), a public repository of structured organic reaction records. describe an organic reaction: reactants, conditions, products, and yield Product: BrC1=CC=C(COCC=2N(C=C(N2)C=2C(=NOC2C)C2=CC=CC=C2)C2=CC=C(C=C2)[N+](=O)[O-])C=C1 (4-[2-(4-Bromo-benzyloxymethyl)-1-(4-nitro-phenyl)-1H-imidazol-4-yl]-5-methyl-3-phenyl-isoxazole). The yield is 15.0%. RXN SMILES: Cl[CH2:2][C:3]1[N:4]([C:20]2[CH:25]=[CH:24][C:23]([N+:26]([O-:28])=[O:27])=[CH:22][CH:21]=2)[CH:5]=[C:6]([C:8]2[C:9]([C:14]3[CH:19]=[CH:18][CH:17]=[CH:16][CH:15]=3)=[N:10][O:11][C:12]=2[CH3:13])[N:7]=1.[Br:29][C:30]1[CH:37]=[CH:36][C:33]([CH2:34][OH:35])=[CH:32][CH:31]=1>>[Br:29][C:30]1[CH:37]=[CH:36][C:33]([CH2:34][O:35][CH2:2][C:3]2[N:4]([C:20]3[CH:25]=[CH:24][C:23]([N+:26]([O-:28])=[O:27])=[CH:22][CH:21]=3)[CH:5]=[C:6]([C:8]3[C:9]([C:14]4[CH:19]=[CH:18][CH:17]=[CH:16][CH:15]=4)=[N:10][O:11][C:12]=3[CH3:13])[N:7]=2)=[CH:32][CH:31]=1. Procedure details: As described for Example 153, 4-[2-chloromethyl-1-(4-nitro-phenyl)-1H-imidazol-4-yl]-5-methyl-3-phenyl-isoxazole (100 mg, 0.25 mmol), using 4-bromobenzyl alcohol instead of 4-methylbenzyl alcohol, was converted to the title compound (21 mg, 15%) which was obtained as a light yellow solid. MS: m/e=545.3/547.3 [M+H]+. The reactants are ClCC=1N(C=C(N1)C=1C(=NOC1C)C1=CC=CC=C1)C1=CC=C(C=C1)[N+](=O)[O-] (4-[2-chloromethyl-1-(4-nitro-phenyl)-1H-imidazol-4-yl]-5-methyl-3-phenyl-isoxazole), BrC1=CC=C(CO)C=C1 (4-bromobenzyl alcohol). Product: Nc1ncc(-c2ccc(Cl)c(Cl)c2)nc1C(=O)c1ccc(CN2CCCCC2)cc1. Starting materials: [Br-], C1CCOC1, CON(C)C(=O)c1nc(-c2ccc(Cl)c(Cl)c2)cnc1N, Cl, [Mg+]c1ccc(CN2CCCCC2)cc1. As a reaction SMILES: [Br-:1].[CH2:38]1[O:39][CH2:40][CH2:41][CH2:42]1.[CH3:16][O:17][N:18]([C:19](=[O:20])[c:21]1[n:22][c:23](-[c:28]2[cH:29][c:30]([Cl:35])[c:31]([Cl:34])[cH:32][cH:33]2)[cH:24][n:25][c:26]1[NH2:27])[CH3:36].[ClH:37].[N:2]1([CH2:8][c:9]2[cH:10][cH:11][c:12]([Mg+:15])[cH:13][cH:14]2)[CH2:3][CH2:4][CH2:5][CH2:6][CH2:7]1>>[N:2]1([CH2:8][c:9]2[cH:10][cH:11][c:12]([C:19](=[O:20])[c:21]3[n:22][c:23](-[c:28]4[cH:29][c:30]([Cl:35])[c:31]([Cl:34])[cH:32][cH:33]4)[cH:24][n:25][c:26]3[NH2:27])[cH:13][cH:14]2)[CH2:3][CH2:4][CH2:5][CH2:6][CH2:7]1. Reactants: C1CCOC1, CCOC(=O)C1CC2(C)C(C)CC1N(C)C2C, [Li]CCCC, CC(C)NC(C)C, [Cl-], CCOC(=O)Cl, [NH4+]. RXN SMILES: [CH2:36]1[O:37][CH2:38][CH2:39][CH2:40]1.[CH3:13][N:14]1[CH:15]2[CH:16]([C:25](=[O:26])[O:27][CH2:28][CH3:29])[CH2:17][C:18]([CH3:24])([CH:19]1[CH3:20])[CH:21]([CH3:23])[CH2:22]2.[CH3:8][CH2:9][CH2:10][CH2:11][Li:12].[CH:1]([NH:2][CH:3]([CH3:4])[CH3:5])([CH3:6])[CH3:7].[Cl-:41].[Cl:30][C:31](=[O:32])[O:33][CH2:34][CH3:35].[NH4+:42]>>[CH3:13][N:14]1[CH:15]2[C:16]([C:25](=[O:26])[O:27][CH2:28][CH3:29])([C:31](=[O:32])[O:33][CH2:34][CH3:35])[CH2:17][C:18]([CH3:24])([CH:19]1[CH3:20])[CH:21]([CH3:23])[CH2:22]2. The product is CCOC(=O)C1(C(=O)OCC)CC2(C)C(C)CC1N(C)C2C. Reactants: CN1CCC2=CC=C(C=C12)N (1-Methyl-2,3-dihydro-1H-indol-6-ylamine), C(=O)([O-])[O-].[K+].[K+] (K2CO3), [N+](=O)([O-])C1=CC=C2CCNC2=C1 (6-Nitroindoline), CI (methyl iodide). Run in CC(=O)C (acetone). Conditions: temperature 25 celsius, time 16 hour. Yields the product CN1CCC2=CC=C(C=C12)[N+](=O)[O-] (1-methyl-6-nitroindoline). Yield: 84.0%. RXN SMILES: [CH3:1]N1C2C(=CC=C(N)C=2)CC1.[N+:12]([C:15]1[CH:23]=[C:22]2[C:18]([CH2:19][CH2:20][NH:21]2)=[CH:17][CH:16]=1)([O-:14])=[O:13].CI.C([O-])([O-])=O.[K+].[K+]>CC(C)=O>[CH3:1][N:21]1[C:22]2[C:18](=[CH:17][CH:16]=[C:15]([N+:12]([O-:14])=[O:13])[CH:23]=2)[CH2:19][CH2:20]1 |f:3.4.5|. Procedure: 1-Methyl-2,3-dihydro-1H-indol-6-ylamine. 6-Nitroindoline (2 mmol) was combined with methyl iodide (2.2 mmol), n-Bu4I (7.4 mg, 0.020 mmol), and K2CO3 (350 mg, 2.5 mmol) in acetone (10 mL). The mixture was stirred at 25° C. for 16 h. The mixture was partitioned between CH2Cl2 and satd. aq. NaHCO3 (20 mL), and the organic layer was dried and concentrated. Purification by silica gel chromatography provided 1-methyl-6-nitroindoline (300 mg, 84%). To a solution of 1-methyl-6-nitroindoline (194 mg, 1.1... Reactants: FC1=CC=C(C=C1)P1(N(CC2=C1C=CC=C2)C2=CC=CC=C2)=O (1-(4-fluorophenyl)-2-phenyl-2,3-dihydro-1H-2,1-benzazaphosphole-1-oxide), C(Cl)Cl (methylene chloride), C(Cl)Cl (methylene chloride), BrBr (bromine). Run in C(C)OCC (diethyl ether). Run at time 1 hour. Yields the product FC1=CC=C(C=C1)P1(N(CC2=C1C=CC=C2)C2=CC=C(C=C2)Br)=O (1-(4-fluorophenyl)-2-(4-bromophenyl)-2,3-dihydro-1H-2,1-benzazaphosphole-1-oxide). Yield: 58.0%. As a reaction SMILES: [F:1][C:2]1[CH:7]=[CH:6][C:5]([P:8]2(=[O:23])[C:12]3[CH:13]=[CH:14][CH:15]=[CH:16][C:11]=3[CH2:10][N:9]2[C:17]2[CH:22]=[CH:21][CH:20]=[CH:19][CH:18]=2)=[CH:4][CH:3]=1.C(Cl)Cl.[Br:27]Br>C(OCC)C>[F:1][C:2]1[CH:3]=[CH:4][C:5]([P:8]2(=[O:23])[C:12]3[CH:13]=[CH:14][CH:15]=[CH:16][C:11]=3[CH2:10][N:9]2[C:17]2[CH:18]=[CH:19][C:20]([Br:27])=[CH:21][CH:22]=2)=[CH:6][CH:7]=1. Reported procedure: To a solution of 1-(4-fluorophenyl)-2-phenyl-2,3-dihydro-1H-2,1-benzazaphosphole-1-oxide (1.0 g, 0.003 mol) in 25 ml. of methylene chloride was added dropwise a solution of bromine (0.8 g, 0.1 mol) in 25 ml. of methylene chloride with constant stirring. The reaction mixture was stirred for one hour and washed with water, then sodium bisulfite, again with water, dried over magnesium sulfate and concentrated in vacuo to yield a yellow solid. The yellow solid was slurried in anhydrous diethyl ether...